This data is from the Open Reaction Database (ORD), a public repository of structured organic reaction records. The task is: describe an organic reaction: reactants, conditions, products, and yield The product is NC1(CCC1)C1=CC=C(C=C1)C1=C(OC2=C(C1=O)C=CC=1NC(NC12)=O)C1=CC=CC=C1 (7-[4-(1-Amino-cyclobutyl)-phenyl]-8-phenyl-1,3-dihydro-chromeno[7,8-d]imidazole-2,6-dione). Isolated yield 75.0%. Reaction SMILES: NC1(C2C=CC(C3C(=O)C4C(OC=3C3C=CC=CC=3)=C3C(=CC=4)NN=C3)=CC=2)CCC1.C(OC(=O)[NH:38][C:39]1([C:43]2[CH:48]=[CH:47][C:46]([C:49]3[C:54](=[O:55])[C:53]4[CH:56]=[CH:57][C:58]5[NH:59][C:60](=[O:63])[NH:61][C:62]=5[C:52]=4[O:51][C:50]=3[C:64]3[CH:69]=[CH:68][CH:67]=[CH:66][CH:65]=3)=[CH:45][CH:44]=2)[CH2:42][CH2:41][CH2:40]1)(C)(C)C>>[NH2:38][C:39]1([C:43]2[CH:44]=[CH:45][C:46]([C:49]3[C:54](=[O:55])[C:53]4[CH:56]=[CH:57][C:58]5[NH:59][C:60](=[O:63])[NH:61][C:62]=5[C:52]=4[O:51][C:50]=3[C:64]3[CH:69]=[CH:68][CH:67]=[CH:66][CH:65]=3)=[CH:47][CH:48]=2)[CH2:42][CH2:41][CH2:40]1. Reactants: NC1(CCC1)C1=CC=C(C=C1)C=1C(C=2C(=C3C=NNC3=CC2)OC1C1=CC=CC=C1)=O (3-[4-(1-amino-cyclobutyl)-phenyl]-2-phenyl-7H-pyrano[2,3-e]indazol-4-one), C(C)(C)(C)OC(NC1(CCC1)C1=CC=C(C=C1)C1=C(OC2=C(C1=O)C=CC=1NC(NC12)=O)C1=CC=CC=C1)=O ({1-[4-(2,6-dioxo-8-phenyl-1,2,3,6-tetrahydro-chromeno[7,8-d]imidazol-7-yl)-phenyl]-cyclobutyl}-carbamic acid tert-butyl ester). Procedure details: Following the procedure used to prepare 3-[4-(1-amino-cyclobutyl)-phenyl]-2-phenyl-7H-pyrano[2,3-e]indazol-4-one, {1-[4-(2,6-dioxo-8-phenyl-1,2,3,6-tetrahydro-chromeno[7,8-d]imidazol-7-yl)-phenyl]-cyclobutyl}-carbamic acid tert-butyl ester was reacted to give the title compound as a yellow solid (41 mg, 75%). 1H NMR (400 MHz, DMSO-d6): δ 7.71 (d, J=8.3 Hz, 1H), 7.63 (s, 1H), 7.53-7.49 (m, 2H), 7.44-7.38 (m, 3H), 7.35-7.30 (m, 2H), 7.22-7.19 (m, 2H), 7.14 (d, J=8.3 Hz, 1H), 7.01 (s, 1H), 2.50-2.4...